From a dataset of the Open Reaction Database (ORD), a public repository of structured organic reaction records. describe an organic reaction: reactants, conditions, products, and yield Starting materials: NNC(=O)c1ccc(Cl)cc1Br, C=CCN=C=O, C1CCOC1, CCOCC. Yields the product C=CCNC(=O)NNC(=O)c1ccc(Cl)cc1Br. As a reaction SMILES: [Br:1][c:2]1[c:3]([C:4](=[O:5])[NH:6][NH2:7])[cH:8][cH:9][c:10]([Cl:12])[cH:11]1.[CH2:13]([CH:14]=[CH2:15])[N:16]=[C:17]=[O:18].[CH2:19]1[O:20][CH2:21][CH2:22][CH2:23]1.[CH3:24][CH2:25][O:26][CH2:27][CH3:28]>>[Br:1][c:2]1[c:3]([C:4](=[O:5])[NH:6][NH:7][C:17]([NH:16][CH2:13][CH:14]=[CH2:15])=[O:18])[cH:8][cH:9][c:10]([Cl:12])[cH:11]1. Reactants: COC1=C(C=C2C(C(=CNC2=C1)C#N)=O)[N+](=O)[O-] (1,4-dihydro-7-methoxy-6-nitro-4-oxo-quinoline-3-carbonitrile), P(Cl)(Cl)(Cl)(Cl)Cl (phosphorous pentachloride). Run in hexanes. Reaction conditions: temperature 165 celsius. Yields the product ClC1=C(C=NC2=CC(=C(C=C12)[N+](=O)[O-])OC)C#N (4-Chloro-7-methoxy-6-nitro -quinoline-3-carbonitrile). RXN SMILES: [CH3:1][O:2][C:3]1[CH:12]=[C:11]2[C:6]([C:7](=O)[C:8]([C:13]#[N:14])=[CH:9][NH:10]2)=[CH:5][C:4]=1[N+:16]([O-:18])=[O:17].P(Cl)(Cl)(Cl)(Cl)[Cl:20]>>[Cl:20][C:7]1[C:6]2[C:11](=[CH:12][C:3]([O:2][CH3:1])=[C:4]([N+:16]([O-:18])=[O:17])[CH:5]=2)[N:10]=[CH:9][C:8]=1[C:13]#[N:14]. Reported procedure: A mixture of 5.3 g (21.6 mmol) of 1,4-dihydro-7-methoxy-6-nitro-4-oxo-quinoline-3-carbonitrile and 9 g (43.2 mmol) of phosphorous pentachloride was heated at 165° C. for 2 hours. The mixture was diluted with hexanes and the solid was collected. The solid was dissolved in 700 ml ethyl acetate and washed with cold dilute sodium hydroxide solution. The solution was dried over magnesium sulfate and filtered through a pad of silica gel giving 5.2 g of 4-chloro-7-methoxy-6-nitro-quinoline-3-carbonitri... Starting materials: C1NCCC2=CC(=CC=C12)C1=CC=C(C=C1)C(C)=O (1-[4-(1,2,3,4-tetrahydro-isoquinolin-6-yl)-phenyl]-ethanone), ClC1NCCN(C1)C1CCC1.C(C)(=O)N (2-chloro-(4-cyclobutyl-piperazine) acetamide), C(=O)([O-])[O-].[K+].[K+] (K2CO3), [Na+].[I-] (NaI). Solvent: O (Water), C(C)#N (acetonitrile). Reaction conditions: temperature 50 celsius, time 8 hour. Yields the product C(C)(=O)C1=CC=C(C=C1)C=1C=C2CCN(CC2=CC1)CC(=O)N1CCN(CC1)C1CCC1 (2-[6-(4-acetyl-phenyl)-3,4-dihydro-1H-isoquinolin-2-yl]-1-(4-cyclobutyl-piperazin-1-yl)-ethanone). Reaction SMILES: [CH2:1]1[C:10]2[C:5](=[CH:6][C:7]([C:11]3[CH:16]=[CH:15][C:14]([C:17](=[O:19])[CH3:18])=[CH:13][CH:12]=3)=[CH:8][CH:9]=2)[CH2:4][CH2:3][NH:2]1.Cl[CH:21]1[CH2:26][N:25]([CH:27]2[CH2:30][CH2:29][CH2:28]2)[CH2:24][CH2:23][NH:22]1.[C:31](N)(=[O:33])[CH3:32].C([O-])([O-])=O.[K+].[K+].[Na+].[I-]>C(#N)C.O>[C:17]([C:14]1[CH:15]=[CH:16][C:11]([C:7]2[CH:6]=[C:5]3[C:10](=[CH:9][CH:8]=2)[CH2:1][N:2]([CH2:32][C:31]([N:22]2[CH2:23][CH2:24][N:25]([CH:27]4[CH2:30][CH2:29][CH2:28]4)[CH2:26][CH2:21]2)=[O:33])[CH2:3][CH2:4]3)=[CH:12][CH:13]=1)(=[O:19])[CH3:18] |f:1.2,3.4.5,6.7|. Procedure details: To a stirred solution of 1-[4-(1,2,3,4-tetrahydro-isoquinolin-6-yl)-phenyl]-ethanone (216 mg, 0.86 mmol) in acetonitrile (5.0 ml) is added 2-chloro-(4-cyclobutyl-piperazine)-acetamide (186 mg, 0.86 mmol, 1.0 eq.), K2CO3 (238 mg, 1.72 mmol, 2.0 eq.) and NaI (50 mg). The resulting mixture is stirred at 50° C. overnight. Water (10.0 ml) is added to quench the reaction, and the acetonitrile is evaporated. The residue is extracted with DCM (10 ml×3). The combined organic phase is dried over sodium su... The reactants are CCOC(=O)c1cncc(C#Cc2cccc(F)c2)c1, C[Al](C)C, CNOC, CCOC(C)=O, Cc1ccccc1. The product is CON(C)C(=O)c1cncc(C#Cc2cccc(F)c2)c1. RXN SMILES: [CH2:5]([O:6][C:8]([c:9]1[cH:10][n:11][cH:12][c:13]([C:15]#[C:16][c:17]2[cH:18][c:19]([F:23])[cH:20][cH:21][cH:22]2)[cH:14]1)=[O:24])[CH3:7].[CH3:1][Al:2]([CH3:3])[CH3:4].[CH3:25][NH:26][O:27][CH3:28].[CH3:29][CH2:30][O:31][C:32](=[O:33])[CH3:34].[CH3:35][c:36]1[cH:37][cH:38][cH:39][cH:40][cH:41]1>>[C:8]([c:9]1[cH:10][n:11][cH:12][c:13]([C:15]#[C:16][c:17]2[cH:18][c:19]([F:23])[cH:20][cH:21][cH:22]2)[cH:14]1)(=[O:24])[N:26]([CH3:25])[O:27][CH3:28]. Reactants: COC1=NC=CC(=C1OC)C=1C=NN(C1OC)C1=NC=C(C(=O)NCC2CCOCC2)C=C1 (6-(4-(2,3-dimethoxypyridin-4-yl)-5-methoxy-1H-pyrazol-1-yl)-N-((tetrahydro-2H-pyran-4-yl)methyl)nicotinamide), [Cl-].[Li+] (lithium chloride). Run in CC(=O)N(C)C (DMA). Product: COC1=NC=CC(=C1OC)C=1C=NN(C1O)C1=NC=C(C(=O)NCC2CCOCC2)C=C1 (6-(4-(2,3-dimethoxypyridin-4-yl)-5-hydroxy-1H-pyrazol-1-yl)-N-((tetrahydro-2H-pyran-4-yl)methyl)nicotinamide). The yield is 26.0%. RXN SMILES: [CH3:1][O:2][C:3]1[C:8]([O:9][CH3:10])=[C:7]([C:11]2[CH:12]=[N:13][N:14]([C:18]3[CH:33]=[CH:32][C:21]([C:22]([NH:24][CH2:25][CH:26]4[CH2:31][CH2:30][O:29][CH2:28][CH2:27]4)=[O:23])=[CH:20][N:19]=3)[C:15]=2[O:16]C)[CH:6]=[CH:5][N:4]=1.[Cl-].[Li+]>CC(N(C)C)=O>[CH3:1][O:2][C:3]1[C:8]([O:9][CH3:10])=[C:7]([C:11]2[CH:12]=[N:13][N:14]([C:18]3[CH:33]=[CH:32][C:21]([C:22]([NH:24][CH2:25][CH:26]4[CH2:31][CH2:30][O:29][CH2:28][CH2:27]4)=[O:23])=[CH:20][N:19]=3)[C:15]=2[OH:16])[CH:6]=[CH:5][N:4]=1 |f:1.2|. Procedure: Combined 6-(4-(2,3-dimethoxypyridin-4-yl)-5-methoxy-1H-pyrazol-1-yl)-N-((tetrahydro-2H-pyran-4-yl)methyl)nicotinamide (0.029 g, 0.064 mmol) and lithium chloride (0.014 g, 0.320 mmol) in DMA (0.639 mL) and heated at 50° C. for 16 hours. The reaction mixture was purified by preparative HPLC (SunFire™ C18, 5 μm, ID 30 mm×75 mm) eluting with ACN (with 0.1% ammonium hydroxide) in water (with 0.1% ammonium hydroxide) to give the title compound (7.3 mg, 26.0%). 1H NMR (400 MHz, DMSO-d6) δ 1.05-1.23 (m,... Starting materials: Fc1cc(Cl)c(Br)c(Cl)c1, CCOC(=O)CC(=O)OCC, C1COCCO1, Cl, [Cu]Br, [H-], [Na+]. Product: CCOC(=O)C(C(=O)OCC)c1c(Cl)cc(F)cc1Cl. As a reaction SMILES: [Br:14][c:15]1[c:16]([Cl:23])[cH:17][c:18]([F:22])[cH:19][c:20]1[Cl:21].[C:1]([CH2:2][C:3](=[O:4])[O:5][CH2:6][CH3:7])(=[O:8])[O:9][CH2:10][CH3:11].[CH2:27]1[O:28][CH2:29][CH2:30][O:31][CH2:32]1.[ClH:24].[Cu:25][Br:26].[H-:12].[Na+:13]>>[C:1]([CH:2]([C:3](=[O:4])[O:5][CH2:6][CH3:7])[c:15]1[c:16]([Cl:23])[cH:17][c:18]([F:22])[cH:19][c:20]1[Cl:21])(=[O:8])[O:9][CH2:10][CH3:11].